Dataset: the Open Reaction Database (ORD), a public repository of structured organic reaction records. Task: describe an organic reaction: reactants, conditions, products, and yield The reactants are C1OC2(CCC(CC2)=COC)OC1 (1,1-ethylenedioxy-4-(methoxymethylene)cyclohexane), O (water). The solvent is C(C)(=O)O (acetic acid). The product is C(=O)C1CCC(CC1)=O (4-formylcyclohexanone). The yield is 92.7%. Reaction SMILES: C1CO[C:3]2([CH2:8][CH2:7][C:6](=[CH:9][O:10]C)[CH2:5][CH2:4]2)[O:2]1.O>C(O)(=O)C>[CH:9]([CH:6]1[CH2:7][CH2:8][C:3](=[O:2])[CH2:4][CH2:5]1)=[O:10]. Procedure details: A mixture of 10.55 g of 1,1-ethylenedioxy-4-(methoxymethylene)cyclohexane, 130 ml of water and 200 ml of glacial acetic acid was heated to reflux for 1 hour. The solvent was subsequently distilled off on a rotary evaporator and the distillate was extracted twice with methylene chloride. The distillation residue (a yellow oil) was diluted with 200 ml of water, neutralized with sodium carbonate solution and extracted three times with methylene chloride. The organic phases were washed with saturate... Starting materials: C(#N)C=1C=NC=CC1 (3-cyanopyridine), NC=1SC(=C(C1C(=O)OCC)Cl)C (2-amino-4-chloro-5-methyl-3-ethoxycarbonyl-thiophene), O=P(Cl)(Cl)Cl (POCl3). The product is ClC=1C2=C(N=C(N1)C=1C=NC=CC1)SC(=C2Cl)C (4-chloro-2-(pyridin-3-yl)-5-chloro-6-methyl-thieno-[2,3-d]-pyrimidine). As a reaction SMILES: [C:1]([C:3]1[CH:4]=[N:5][CH:6]=[CH:7][CH:8]=1)#[N:2].[NH2:9][C:10]1[S:11][C:12]([CH3:21])=[C:13]([Cl:20])[C:14]=1[C:15](OCC)=O.O=P(Cl)(Cl)[Cl:24]>>[Cl:24][C:15]1[C:14]2[C:13]([Cl:20])=[C:12]([CH3:21])[S:11][C:10]=2[N:9]=[C:1]([C:3]2[CH:4]=[N:5][CH:6]=[CH:7][CH:8]=2)[N:2]=1. Reported procedure: With the procedure of Example 477, the reaction of 3-cyanopyridine and 2-amino-4-chloro-5-methyl-3-ethoxycarbonyl-thiophene, and the subsequent reaction with POCl3 yields 4-chloro-2-(pyridin-3-yl)-5-chloro-6-methyl-thieno-[2,3-d]-pyrimidine